Task: describe an organic reaction: reactants, conditions, products, and yield. Dataset: the Open Reaction Database (ORD), a public repository of structured organic reaction records Reaction SMILES: [CH3:19][CH2:20][OH:21].[CH:11](=[O:12])[c:13]1[cH:14][cH:15][cH:16][cH:17][cH:18]1.[NH2:1][CH2:2][P:3]([O:4][CH2:5][CH3:6])([O:7][CH2:8][CH3:9])=[O:10]>>[N:1]([CH2:2][P:3]([O:4][CH2:5][CH3:6])([O:7][CH2:8][CH3:9])=[O:10])=[CH:11][c:13]1[cH:14][cH:15][cH:16][cH:17][cH:18]1. Product: CCOP(=O)(CN=Cc1ccccc1)OCC. Starting materials: CCO, O=Cc1ccccc1, CCOP(=O)(CN)OCC. The reactants are OC1=C(C=CC(=C1OC)OC)C=1C=C2CNC(C2=CC1)=O (5-(2-hydroxy-3,4-dimethoxyphenyl)isoindolin-1-one), BrC1=C2CNC(C2=CC=C1)=O (4-bromo-2,3-dihydro-1H-isoindol-1-one). Yields the product OC1=C(C=CC(=C1OC)OC)C1=C2CNC(C2=CC=C1)=O (4-(2-Hydroxy-3,4-dimethoxy-phenyl)isoindolin-1-one). As a reaction SMILES: [OH:1][C:2]1[C:7]([O:8][CH3:9])=[C:6]([O:10][CH3:11])[CH:5]=[CH:4][C:3]=1[C:12]1[CH:13]=[C:14]2[C:18](=[CH:19][CH:20]=1)[C:17](=O)[NH:16][CH2:15]2.BrC1C=CC=C2C=1CNC2=[O:32]>>[OH:1][C:2]1[C:7]([O:8][CH3:9])=[C:6]([O:10][CH3:11])[CH:5]=[CH:4][C:3]=1[C:12]1[CH:20]=[CH:19][CH:18]=[C:14]2[C:13]=1[CH2:17][NH:16][C:15]2=[O:32]. Procedure: 4-(2-Hydroxy-3,4-dimethoxy-phenyl)isoindolin-1-one is synthesized following the same procedure as the one described for the synthesis of Compound 307 using 4-bromo-2,3-dihydro-1H-isoindol-1-one as starting material. Reactants: CCC1c2cccn2-c2ccc(F)cc2N1S(=O)(=O)c1ccc(OC)c(C)c1, ClCCl, CN(C)C=O, O, O=P(Cl)(Cl)Cl. The product is CCC1c2ccc(C=O)n2-c2ccc(F)cc2N1S(=O)(=O)c1ccc(OC)c(C)c1. As a reaction SMILES: [CH2:11]([CH3:12])[CH:13]1[c:14]2[n:15]([cH:36][cH:37][cH:38]2)-[c:16]2[cH:17][cH:18][c:19]([F:35])[cH:20][c:21]2[N:22]1[S:23](=[O:24])(=[O:25])[c:26]1[cH:27][c:28]([CH3:34])[c:29]([O:32][CH3:33])[cH:30][cH:31]1.[CH2:40]([Cl:41])[Cl:42].[O:1]=[CH:2][N:3]([CH3:4])[CH3:5].[OH2:39].[P:6]([Cl:7])([Cl:8])([Cl:9])=[O:10]>>[O:1]=[CH:2][c:36]1[n:15]2[c:14]([cH:38][cH:37]1)[CH:13]([CH2:11][CH3:12])[N:22]([S:23](=[O:24])(=[O:25])[c:26]1[cH:27][c:28]([CH3:34])[c:29]([O:32][CH3:33])[cH:30][cH:31]1)[c:21]1[c:16]-2[cH:17][cH:18][c:19]([F:35])[cH:20]1. Starting materials: ClC1=C(C(=O)F)C=CC(=C1Cl)OC(F)(F)F (2,3-dichloro-4-trifluoromethoxybenzoyl fluoride), O (water). Reaction conditions: time 24 hour. Yields the product ClC1=C(C(=O)O)C=CC(=C1Cl)OC(F)(F)F (2,3-dichloro-4-trifluoromethoxybenzoic acid). As a reaction SMILES: [Cl:1][C:2]1[C:10]([Cl:11])=[C:9]([O:12][C:13]([F:16])([F:15])[F:14])[CH:8]=[CH:7][C:3]=1[C:4](F)=[O:5].[OH2:17]>>[Cl:1][C:2]1[C:10]([Cl:11])=[C:9]([O:12][C:13]([F:16])([F:15])[F:14])[CH:8]=[CH:7][C:3]=1[C:4]([OH:17])=[O:5]. Reported procedure: A suspension of crude 2,3-dichloro-4-trifluoromethoxybenzoyl fluoride (2 g, containing mixed antimony halides) in water was stirred vigorously for 24 hours. The mixture was extracted with dichloromethane and filtered. The organic layer was washed with hydrochloric acid (2M), aqueous sodium chloride solution and extracted into sodium carbonate solution (2M). The aqueous extract was acidified to pH1 and the solid was filtered off and washed with water to give 2,3-dichloro-4-trifluoromethoxybenzoic...